This data is from the Open Reaction Database (ORD), a public repository of structured organic reaction records. The task is: describe an organic reaction: reactants, conditions, products, and yield Starting materials: C(C)(C)(C)OC(=O)N1CCC(CC1)(C#CC1=CC=C(C=C1)F)F (1-tert-butoxycarbonyl-4-fluoro-4-[2-(4-fluorophenyl)ethynyl]piperidine), acid. The reagents and catalysts are [Pd] (Pd-C). Run in CO (methanol). The product is C(C)(C)(C)OC(=O)N1CCC(CC1)(CCC1=CC=C(C=C1)F)F (1-tert-Butoxycarbonyl-4fluoro-4-[2-(4-fluorophenyl)ethyl]piperidine). Isolated yield 43.0%. Reaction SMILES: [C:1]([O:5][C:6]([N:8]1[CH2:13][CH2:12][C:11]([F:23])([C:14]#[C:15][C:16]2[CH:21]=[CH:20][C:19]([F:22])=[CH:18][CH:17]=2)[CH2:10][CH2:9]1)=[O:7])([CH3:4])([CH3:3])[CH3:2]>CO.[Pd]>[C:1]([O:5][C:6]([N:8]1[CH2:9][CH2:10][C:11]([F:23])([CH2:14][CH2:15][C:16]2[CH:21]=[CH:20][C:19]([F:22])=[CH:18][CH:17]=2)[CH2:12][CH2:13]1)=[O:7])([CH3:4])([CH3:2])[CH3:3]. Reported procedure: A solution of 1-tert-butoxycarbonyl-4-fluoro-4-[2-(4-fluorophenyl)ethynyl]piperidine in methanol (20 ml) and glacial acid (1 ml) was hydrogenated over 10% Pd-C (0.5 g) at 50 psi for 5 hours. The catalyst was removed by filtration and the solvents removed under vacuum. The residue was dissolved in diethyl ether (20 ml) and washed with saturated aqueous sodium hydrogen carbonate (2×15 ml), dried (MgSO4) and concentrated to give the title product (430 mg, 43%) which was used in the next step withou...